This data is from the Open Reaction Database (ORD), a public repository of structured organic reaction records. The task is: describe an organic reaction: reactants, conditions, products, and yield The reactants are CC1=NC(=NC(=C1O)C)NCCCCCC1=CC=CC=C1 (4,6-Dimethyl-5-hydroxy-2-phenpentylaminopyrimidine), C1CCOC1 (THF), [H-].[Na+] (sodium hydride), COS(=O)(=O)OC (Dimethylsulfate). Run at temperature 0 celsius, time 2 hour. Product: CC1=NC(=NC(=C1OC)C)NCC(CCC)C1=CC=CC=C1 (4,6-Dimethyl-5-methoxy-2-phenylpentylaminopyrimidine). RXN SMILES: [CH3:1][C:2]1[C:7]([OH:8])=[C:6]([CH3:9])[N:5]=[C:4]([NH:10][CH2:11][CH2:12][CH2:13][CH2:14][CH2:15][C:16]2[CH:21]=[CH:20]C=CC=2)[N:3]=1.[H-].[Na+].[CH3:24]OS(OC)(=O)=O.[CH2:31]1[CH2:35]OC[CH2:32]1>>[CH3:9][C:6]1[C:7]([O:8][CH3:24])=[C:2]([CH3:1])[N:3]=[C:4]([NH:10][CH2:11][CH:12]([C:13]2[CH:14]=[CH:15][CH:16]=[CH:21][CH:20]=2)[CH2:32][CH2:31][CH3:35])[N:5]=1 |f:1.2|. Procedure details: 4,6-Dimethyl-5-hydroxy-2-phenpentylaminopyrimidine (0.5 g, 1.8 mmol) prepared by the method of example 1 was dissovled in dry THF (20 ml) under nitrogen and treated with sodium hydride (0.07 g, 1.8 mmol, 60% oil dispersion). The reaction mixture was stirred at 0° C. for 2 hours. Dimethylsulfate (0.11 ml, 1.8 mmol) was added with a syringe and the reaction was stirred for an additional hour. After quenching with saturated NH4Cl (aqueous, 20 ml), the reaction mixture was extracted with ethylacetat... RXN SMILES: [C:13]([CH3:14])(=[O:15])[N:16]1[CH:17]([CH2:34][CH3:35])[CH2:18][CH:19]([NH:27][c:28]2[cH:29][cH:30][cH:31][cH:32][cH:33]2)[c:20]2[cH:21][c:22]([Br:26])[cH:23][cH:24][c:25]21.[C:36](=[O:37])([O-:38])[O-:39].[CH2:42]1[O:43][CH2:44][CH2:45][O:46][CH2:47]1.[K+:40].[K+:41].[OH2:48].[OH:1][B:2]([c:3]1[cH:4][cH:5][c:6]([C:7](=[O:8])[OH:9])[cH:10][cH:11]1)[OH:12].[cH:49]1[cH:50][cH:51][c:52]([P:53]([Pd:54]([P:55]([c:56]2[cH:57][cH:58][cH:59][cH:60][cH:61]2)([c:62]2[cH:63][cH:64][cH:65][cH:66][cH:67]2)[c:68]2[cH:69][cH:70][cH:71][cH:72][cH:73]2)([P:74]([c:75]2[cH:76][cH:77][cH:78][cH:79][cH:80]2)([c:81]2[cH:82][cH:83][cH:84][cH:85][cH:86]2)[c:87]2[cH:88][cH:89][cH:90][cH:91][cH:92]2)[P:93]([c:94]2[cH:95][cH:96][cH:97][cH:98][cH:99]2)([c:100]2[cH:101][cH:102][cH:103][cH:104][cH:105]2)[c:106]2[cH:107][cH:108][cH:109][cH:110][cH:111]2)([c:112]2[cH:113][cH:114][cH:115][cH:116][cH:117]2)[c:118]2[cH:119][cH:120][cH:121][cH:122][cH:123]2)[cH:124][cH:125]1>>[c:3]1(-[c:22]2[cH:21][c:20]3[c:25]([cH:24][cH:23]2)[N:16]([C:13]([CH3:14])=[O:15])[CH:17]([CH2:34][CH3:35])[CH2:18][CH:19]3[NH:27][c:28]2[cH:29][cH:30][cH:31][cH:32][cH:33]2)[cH:4][cH:5][c:6]([C:7](=[O:8])[OH:9])[cH:10][cH:11]1. The product is CCC1CC(Nc2ccccc2)c2cc(-c3ccc(C(=O)O)cc3)ccc2N1C(C)=O. Reactants: CCC1CC(Nc2ccccc2)c2cc(Br)ccc2N1C(C)=O, O=C([O-])[O-], C1COCCO1, [K+], [K+], O, O=C(O)c1ccc(B(O)O)cc1, c1ccc(P(c2ccccc2)(c2ccccc2)[Pd](P(c2ccccc2)(c2ccccc2)c2ccccc2)(P(c2ccccc2)(c2ccccc2)c2ccccc2)P(c2ccccc2)(c2ccccc2)c2ccccc2)cc1. Reactants: C(=CC)C1CCC(CC1)C1=CC=C(C=C1)C#CC1=CC=C(C=C1)C (1-propenyl-4-(4-p-tolylethynylphenyl)cyclohexane), C1(=CC=CC=C1)C (toluene), C1(=CC=CC=C1)S(=O)[O-].[Na+] (sodium benzenesulphinate), Cl (hydrochloric acid). Run in C1CCOC1 (THF). Reaction conditions: time 4 hour. Yields the product C(=C\C)/C1CCC(CC1)C1=CC=C(C=C1)C#CC1=CC=C(C=C1)C (1-E-propenyl-4-(4-p-tolylethynylphenyl)cyclohexane). As a reaction SMILES: [CH:1]([CH:4]1[CH2:9][CH2:8][CH:7]([C:10]2[CH:15]=[CH:14][C:13]([C:16]#[C:17][C:18]3[CH:23]=[CH:22][C:21]([CH3:24])=[CH:20][CH:19]=3)=[CH:12][CH:11]=2)[CH2:6][CH2:5]1)=[CH:2][CH3:3].C1(S([O-])=O)C=CC=CC=1.[Na+].Cl.C1(C)C=CC=CC=1>C1COCC1>[CH:1](/[CH:4]1[CH2:9][CH2:8][CH:7]([C:10]2[CH:11]=[CH:12][C:13]([C:16]#[C:17][C:18]3[CH:23]=[CH:22][C:21]([CH3:24])=[CH:20][CH:19]=3)=[CH:14][CH:15]=2)[CH2:6][CH2:5]1)=[CH:2]\[CH3:3] |f:1.2|. Procedure: 26.0 g of 1-propenyl-4-(4-p-tolylethynylphenyl)cyclohexane from Example 9, 10.34 g of sodium benzenesulphinate, 100 ml of 2 N hydrochloric acid solution, 175 ml of toluene and 87 ml of THF were combined and heated to reflux. After 4 hours, the reaction mixture was allowed to cool, and the aqueous phase was removed. A further 10.34 g of sodium benzenesulphinate and 100 ml of 2 N hydrochloric acid solution were then added, and the mixture was refluxed for a further 2 hours, the aqueous phase was a... Reported procedure: Combine 7-[2-(4-Methyl-piperazin-1-yl)-pyrimidin-5-yl]-3-(4-nitro-phenyl)-imidazo[1,2-a]pyridine (0.318 g, 0.765 mmol), iron(III) chloride (0.006 g, 0.038 mmol), and 1,1-dimethylhydrazine (0.58 mL, 7.65 mmol) in methanol (10 mL). Attach a reflux condenser, and heat the mixture to 70° C., stir overnight (15 hours), and cool to room temperature. Slurry the mixture into additional methanol and filter through Celite® 521. Concentrate the solution in vacuo. Purify by column chromatography (ethyl acet... Product: amine, CN1CCN(CC1)C1=NC=C(C=N1)C1=CC=2N(C=C1)C(=CN2)C2=CC=C(C=C2)N (4-{7-[2-(4-methyl-piperazin-1-yl)-pyrimidin-5-yl]-imidazo[1,2-a]pyridin-3-yl}-phenylamine). Reagents/catalysts: [Fe](Cl)(Cl)Cl (iron(III) chloride). As a reaction SMILES: [CH3:1][N:2]1[CH2:7][CH2:6][N:5]([C:8]2[N:13]=[CH:12][C:11]([C:14]3[CH:19]=[CH:18][N:17]4[C:20]([C:23]5[CH:28]=[CH:27][C:26]([N+:29]([O-])=O)=[CH:25][CH:24]=5)=[CH:21][N:22]=[C:16]4[CH:15]=3)=[CH:10][N:9]=2)[CH2:4][CH2:3]1.CN(C)N>CO.[Fe](Cl)(Cl)Cl>[CH3:1][N:2]1[CH2:3][CH2:4][N:5]([C:8]2[N:13]=[CH:12][C:11]([C:14]3[CH:19]=[CH:18][N:17]4[C:20]([C:23]5[CH:28]=[CH:27][C:26]([NH2:29])=[CH:25][CH:24]=5)=[CH:21][N:22]=[C:16]4[CH:15]=3)=[CH:10][N:9]=2)[CH2:6][CH2:7]1. Reactants: CN1CCN(CC1)C1=NC=C(C=N1)C1=CC=2N(C=C1)C(=CN2)C2=CC=C(C=C2)[N+](=O)[O-] (7-[2-(4-Methyl-piperazin-1-yl)-pyrimidin-5-yl]-3-(4-nitro-phenyl)-imidazo[1,2-a]pyridine), CN(N)C (1,1-dimethylhydrazine). The solvent is CO (methanol). Run at temperature 70 celsius, time 15 hour. The reactants are C(O)([O-])=O.[Na+] (sodium hydrogencarbonate), C(C)(=O)O (acetic acid), FC(C(=O)OC(C(F)(F)F)=O)(F)F (trifluoroacetic anhydride), C(C=C)OC=1C=C(C=C(C1)OCC=C)CC(=O)OC (methyl 3,5-diallyloxyphenylacetate). Run in FC(C(=O)O)(F)F (trifluoroacetic acid). Conditions: temperature 4 celsius, time 3.5 hour. Yields the product C(C)(=O)C1=C(C=C(C=C1OCC=C)OCC=C)CC(=O)OC (methyl 2-acetyl-3,5-diallyloxyphenylacetate). Yield: 70.4%. Reaction SMILES: [CH2:1]([O:4][C:5]1[CH:6]=[C:7]([CH2:15][C:16]([O:18][CH3:19])=[O:17])[CH:8]=[C:9]([O:11][CH2:12][CH:13]=[CH2:14])[CH:10]=1)[CH:2]=[CH2:3].[C:20](O)(=[O:22])[CH3:21].FC(F)(F)C(OC(=O)C(F)(F)F)=O.C(=O)([O-])O.[Na+]>FC(F)(F)C(O)=O>[C:20]([C:8]1[C:9]([O:11][CH2:12][CH:13]=[CH2:14])=[CH:10][C:5]([O:4][CH2:1][CH:2]=[CH2:3])=[CH:6][C:7]=1[CH2:15][C:16]([O:18][CH3:19])=[O:17])(=[O:22])[CH3:21] |f:3.4|. Procedure: Methyl 3,5-diallyloxyphenylacetate (40 g, 0.14 mol) obtained in Example 5, Step 1 was dissolved in trifluoroacetic acid (0.15 L). After the solution was cooled to 4° C., acetic acid (9.5 mL, 0.17 mol) and trifluoroacetic anhydride (40 mL, 0.28 mol) were added thereto, followed by stirring at 4° C. for 3.5 hours. The reaction mixture was gradually added to a saturated aqueous solution of sodium hydrogencarbonate for neutralization, followed by extraction with ethyl acetate. The organic layer was ...